Dataset: the Open Reaction Database (ORD), a public repository of structured organic reaction records. Task: describe an organic reaction: reactants, conditions, products, and yield Procedure details: Potassium carbonate (0.58 g, 4.2 mmol) and methyl isocyanate (0.20 g, 3.5 mmol) were added to a solution of 3-(2-nitro-4-trifluoromethylphenyloxy)-5-trifluoromethylpyrazole (1.43 g, 4.2 mmol) in ethyl acetate (15 ml), and the mixture was stirred at room temperature overnight. After completion of the reaction, the reaction mixture was poured into 2N hydrochloric acid and extracted with ethyl acetate (10 ml×3). An organic layer was washed with water, dried over anhydrous magnesium sulfate and filt... The reactants are Cl (hydrochloric acid), C([O-])([O-])=O.[K+].[K+] (Potassium carbonate), CN=C=O (methyl isocyanate), [N+](=O)([O-])C1=C(C=CC(=C1)C(F)(F)F)OC1=NNC(=C1)C(F)(F)F (3-(2-nitro-4-trifluoromethylphenyloxy)-5-trifluoromethylpyrazole). Run in C(C)(=O)OCC (ethyl acetate). Conditions: time 8 hour. Reaction SMILES: C(=O)([O-])[O-].[K+].[K+].[CH3:7][N:8]=[C:9]=[O:10].[N+:11]([C:14]1[CH:19]=[C:18]([C:20]([F:23])([F:22])[F:21])[CH:17]=[CH:16][C:15]=1[O:24][C:25]1[CH:29]=[C:28]([C:30]([F:33])([F:32])[F:31])[NH:27][N:26]=1)([O-:13])=[O:12].Cl>C(OCC)(=O)C>[CH3:7][NH:8][C:9]([N:27]1[C:28]([C:30]([F:31])([F:33])[F:32])=[CH:29][C:25]([O:24][C:15]2[CH:16]=[CH:17][C:18]([C:20]([F:23])([F:22])[F:21])=[CH:19][C:14]=2[N+:11]([O-:13])=[O:12])=[N:26]1)=[O:10] |f:0.1.2|. Product: CNC(=O)N1N=C(C=C1C(F)(F)F)OC1=C(C=C(C=C1)C(F)(F)F)[N+](=O)[O-] (N-methyl-3-(2-nitro-4-trifluoromethylphenyloxy)-5-trifluoromethylpyrazole-1-carboxamide). Isolated yield 50.2%. Starting materials: NC1=C(C=C(C=C1)CCN(C(OC)=O)C)CS(=O)(=O)C1=CC=CC=C1 (methyl (2-{4-amino-3-[(phenylsulfonyl)methyl]phenyl}ethyl)methylcarbamate), C(C)(OCC)(OCC)OCC (triethyl ortho acetate). Yields the product CN(C(OC)=O)CCC=1C=C2C(=C(NC2=CC1)C)S(=O)(=O)C1=CC=CC=C1 (methyl methyl{2-[2-methyl-3-(phenylsulfonyl)-1H-indol-5-yl]ethyl}carbamate). As a reaction SMILES: [NH2:1][C:2]1[CH:7]=[CH:6][C:5]([CH2:8][CH2:9][N:10]([CH3:15])[C:11](=[O:14])[O:12][CH3:13])=[CH:4][C:3]=1[CH2:16][S:17]([C:20]1[CH:25]=[CH:24][CH:23]=[CH:22][CH:21]=1)(=[O:19])=[O:18].[C:26](OCC)(OCC)(OCC)[CH3:27]>>[CH3:15][N:10]([CH2:9][CH2:8][C:5]1[CH:4]=[C:3]2[C:2](=[CH:7][CH:6]=1)[NH:1][C:26]([CH3:27])=[C:16]2[S:17]([C:20]1[CH:21]=[CH:22][CH:23]=[CH:24][CH:25]=1)(=[O:19])=[O:18])[C:11](=[O:14])[O:12][CH3:13]. Procedure: The title compound was prepared in substantially the same manner as described in Example 1, step 3 starting from methyl (2-{4-amino-3-[(phenylsulfonyl)methyl]phenyl}ethyl)methylcarbamate (160 mg, 0.44 mmol), and triethyl ortho acetate, and was obtained as a white solid. Mp: 188-191° C., MS (+) 387 (M+H). Reactants: COC(C)(C)C (tert-butyl methyl ether), C([O-])([O-])=O.[K+].[K+] (Potassium carbonate), ClC=1C(=CC(=C(C(=O)OC(C)(C)C)C1)F)F (tert-butyl 5-chloro-2,4-difluorobenzoate), ClC=1C=C(C=NC1OCC(C(F)F)(F)F)O (5-chloro-6-(2,2,3,3-tetrafluoropropoxy)pyridin-3-ol). The solvent is CS(=O)C (DMSO). Reaction conditions: time 3 hour. Yields the product ClC=1C(=CC(=C(C(=O)OC(C)(C)C)C1)F)OC=1C=NC(=C(C1)Cl)OCC(C(F)F)(F)F (tert-Butyl 5-chloro-4-{[5-chloro-6-(2,2,3,3-tetrafluoropropoxy)pyridin-3-yl]oxy}-2-fluorobenzoate). Yield: 61.0%. RXN SMILES: C(=O)([O-])[O-].[K+].[K+].[Cl:7][C:8]1[C:9](F)=[CH:10][C:11]([F:21])=[C:12]([CH:20]=1)[C:13]([O:15][C:16]([CH3:19])([CH3:18])[CH3:17])=[O:14].[Cl:23][C:24]1[CH:25]=[C:26]([OH:38])[CH:27]=[N:28][C:29]=1[O:30][CH2:31][C:32]([F:37])([F:36])[CH:33]([F:35])[F:34].COC(C)(C)C>CS(C)=O>[Cl:7][C:8]1[C:9]([O:38][C:26]2[CH:27]=[N:28][C:29]([O:30][CH2:31][C:32]([F:36])([F:37])[CH:33]([F:35])[F:34])=[C:24]([Cl:23])[CH:25]=2)=[CH:10][C:11]([F:21])=[C:12]([CH:20]=1)[C:13]([O:15][C:16]([CH3:19])([CH3:18])[CH3:17])=[O:14] |f:0.1.2|. Procedure details: Potassium carbonate (3.02 g, 21.85 mmol) was added portionwise to a suspension of tert-butyl 5-chloro-2,4-difluorobenzoate (Preparation 59, 2.26 g, 9.09 mmol), 5-chloro-6-(2,2,3,3-tetrafluoropropoxy)pyridin-3-ol (Preparation 73, 2.25 g, 8.67 mmol) in DMSO (13.5 mL). The mixture was stirred at room temperature under nitrogen for 3 hours. tert-butyl methyl ether (50.0 mL) was added and the mixture was washed with water (3×50.0 mL). The organic layer was dried over sodium sulfate, filtered, and con... Reactants: C(#N)C1(CC1)NC(=O)[C@H]1N(C[C@@H](C1)S(=O)(=O)C1=C(C=C(C=C1)F)Cl)C=1N(N=C(C1)C)C1CCC1 ((2S,4R)-4-(2-chloro-4-fluoro-benzenesulfonyl)-1-(2-cyclobutyl-5-methyl-2H-pyrazol-3-yl)-pyrrolidine-2-carboxylic acid (1-cyano-cyclopropyl)-amide), CN1CCNCC1 (1-methylpiperazine). The product is C(#N)C1(CC1)NC(=O)[C@H]1N(C[C@@H](C1)S(=O)(=O)C1=C(C=C(C=C1)N1CCN(CC1)C)Cl)C=1N(N=C(C1)C)C1CCC1 ((2S,4R)-4-[2-Chloro-4-(4-methyl-piperazin-1-yl)-benzenesulfonyl]-1-(2-cyclobutyl-5-methyl-2H-pyrazol-3-yl)-pyrrolidine-2-carboxylic acid (1-cyano-cyclopropyl)-amide). As a reaction SMILES: [C:1]([C:3]1([NH:6][C:7]([C@@H:9]2[CH2:13][C@@H:12]([S:14]([C:17]3[CH:22]=[CH:21][C:20](F)=[CH:19][C:18]=3[Cl:24])(=[O:16])=[O:15])[CH2:11][N:10]2[C:25]2[N:26]([CH:31]3[CH2:34][CH2:33][CH2:32]3)[N:27]=[C:28]([CH3:30])[CH:29]=2)=[O:8])[CH2:5][CH2:4]1)#[N:2].[CH3:35][N:36]1[CH2:41][CH2:40][NH:39][CH2:38][CH2:37]1>>[C:1]([C:3]1([NH:6][C:7]([C@@H:9]2[CH2:13][C@@H:12]([S:14]([C:17]3[CH:22]=[CH:21][C:20]([N:39]4[CH2:40][CH2:41][N:36]([CH3:35])[CH2:37][CH2:38]4)=[CH:19][C:18]=3[Cl:24])(=[O:16])=[O:15])[CH2:11][N:10]2[C:25]2[N:26]([CH:31]3[CH2:34][CH2:33][CH2:32]3)[N:27]=[C:28]([CH3:30])[CH:29]=2)=[O:8])[CH2:5][CH2:4]1)#[N:2]. Procedure details: In analogy to the procedure described in example 389, (2S,4R)-4-(2-chloro-4-fluoro-benzenesulfonyl)-1-(2-cyclobutyl-5-methyl-2H-pyrazol-3-yl)-pyrrolidine-2-carboxylic acid (1-cyano-cyclopropyl)-amide (example 385b) was reacted with 1-methylpiperazine (CAS Reg. No. 109-01-3) to give the title compound as colorless foam. MS (ESI): m/z=586.1 [M+H]+.